Dataset: the Open Reaction Database (ORD), a public repository of structured organic reaction records. Task: describe an organic reaction: reactants, conditions, products, and yield Reactants: Nc1cccc(-c2c(Cc3ccccc3)cnc3c(C(F)(F)F)cccc23)c1, O=Cc1cc(C(F)(F)F)ccc1C(F)(F)F. Product: FC(F)(F)c1ccc(C(F)(F)F)c(CNc2cccc(-c3c(Cc4ccccc4)cnc4c(C(F)(F)F)cccc34)c2)c1. Reaction SMILES: [CH2:1]([c:2]1[cH:3][cH:4][cH:5][cH:6][cH:7]1)[c:8]1[cH:9][n:10][c:11]2[c:12]([C:25]([F:26])([F:27])[F:28])[cH:13][cH:14][cH:15][c:16]2[c:17]1-[c:18]1[cH:19][c:20]([NH2:24])[cH:21][cH:22][cH:23]1.[F:29][C:30]([c:31]1[c:32]([CH:33]=[O:34])[cH:35][c:36]([C:39]([F:40])([F:41])[F:42])[cH:37][cH:38]1)([F:43])[F:44]>>[CH2:1]([c:2]1[cH:3][cH:4][cH:5][cH:6][cH:7]1)[c:8]1[cH:9][n:10][c:11]2[c:12]([C:25]([F:26])([F:27])[F:28])[cH:13][cH:14][cH:15][c:16]2[c:17]1-[c:18]1[cH:19][c:20]([NH:24][CH2:33][c:32]2[c:31]([C:30]([F:29])([F:43])[F:44])[cH:38][cH:37][c:36]([C:39]([F:40])([F:41])[F:42])[cH:35]2)[cH:21][cH:22][cH:23]1.